This data is from the Open Reaction Database (ORD), a public repository of structured organic reaction records. The task is: describe an organic reaction: reactants, conditions, products, and yield The yield is 60.6%. Procedure details: Sodium hydride (4.4 grams) and 10.7 grams of diethyl carbonate are suspended in 60 ml of tetrahydrofuran and 10 grams of 2-acetylfuran is gradually added thereto by keeping the inner temperature at 40°to 50° C. A small amount of ethanol is added thereto, heated to reflux for three hours, and the reaction is made stopped by addition of 20 ml of ethanol. The mixture is poured into ice water, extracted with ether, the ether extracts are combined, washed with water, dried with anhydrous magnesium su... RXN SMILES: [H-].[Na+].[C:3](=[O:10])([O:7][CH2:8][CH3:9])OCC.[C:11]([C:14]1[O:15][CH:16]=[CH:17][CH:18]=1)(=[O:13])[CH3:12].C(O)C>O1CCCC1>[O:15]1[CH:16]=[CH:17][CH:18]=[C:14]1[C:11]([CH2:12][C:3]([O:7][CH2:8][CH3:9])=[O:10])=[O:13] |f:0.1|. The solvent is O1CCCC1 (tetrahydrofuran). Starting materials: C(C)O (ethanol), [H-].[Na+] (Sodium hydride), C(C)O (ethanol), C(OCC)(OCC)=O (diethyl carbonate), C(C)(=O)C=1OC=CC1 (2-acetylfuran), ice water. The product is O1C(=CC=C1)C(=O)CC(=O)OCC (Ethyl 2-furoylacetate).